From a dataset of the Open Reaction Database (ORD), a public repository of structured organic reaction records. describe an organic reaction: reactants, conditions, products, and yield Starting materials: BrC=1C=C(C(=C(C1)C)N)N (5-bromo-2,3-diamino-toluene), C(C(=O)O)(=O)O (oxalic acid). The solvent is Cl (hydrochloric acid). Yields the product BrC1=CC(=C2NC(C(NC2=C1)=O)=O)C (7-Bromo-5-methyl-1,4-dihydroquinoxaline-2.3-dione). RXN SMILES: [Br:1][C:2]1[CH:3]=[C:4]([NH2:10])[C:5]([NH2:9])=[C:6]([CH3:8])[CH:7]=1.[C:11](O)(=[O:15])[C:12](O)=[O:13]>Cl>[Br:1][C:2]1[CH:3]=[C:4]2[C:5]([NH:9][C:11](=[O:15])[C:12](=[O:13])[NH:10]2)=[C:6]([CH3:8])[CH:7]=1. Procedure: 13.05 g (64.9 mmol) of 5-bromo-2,3-diamino-toluene and 6.42 g (1.1 equiv.) of oxalic acid are stirred at reflux for 16 hours in 2N hydrochloric acid. The mixture is cooled and the solid is filtered off and washed with water. The title compound is obtained in the form of a brown solid. Starting materials: C(=O)(OC(C)(C)C)N1CCC(CC1)C(=O)O (1-Boc-piperidine-4-carboxylic acid), C(C(=O)Cl)(=O)Cl (oxalyl chloride). The product is acid chloride, C(C)(C)(C)OC(=O)N1CCC(CC1)C(=O)Cl (4-chlorocarbonyl-piperidine-1-carboxylic acid tert-butyl ester). RXN SMILES: [C:1]([N:8]1[CH2:13][CH2:12][CH:11]([C:14]([OH:16])=O)[CH2:10][CH2:9]1)([O:3][C:4]([CH3:7])([CH3:6])[CH3:5])=[O:2].C(Cl)(=O)C([Cl:20])=O>>[C:4]([O:3][C:1]([N:8]1[CH2:13][CH2:12][CH:11]([C:14]([Cl:20])=[O:16])[CH2:10][CH2:9]1)=[O:2])([CH3:7])([CH3:6])[CH3:5]. Procedure details: 1-Boc-piperidine-4-carboxylic acid (4.4 g, 19.2 mmol) in oxalyl chloride (50 mL) was heated at reflux for 3 h and then concentrated and dried in vacuo to give the acid chloride, 4-chlorocarbonyl-piperidine-1-carboxylic acid tert-butyl ester. Procedure details: To a solution of 10.0 g. ethyl 4-[6-(4-chlorophenyl)hexa-5-ynylamino]phenylacetate in 75 ml. acetone is added 1.0 ml. quinoline and 0.2 g. of palladium-on-calcium carbonate. The solution is hydrogenated at slightly above atmospheric pressure until 600 ml. hydrogen has been absorbed. The catalyst is filtered and washed with several small portions of acetone. The organic solution is diluted with 200 ml. water, the precipitate is collected, dried, and recrystallized from acetonitrile to yield the t... Reactants: ClC1=CC=C(C=C1)C#CCCCCNC1=CC=C(C=C1)CC(=O)OCC (ethyl 4-[6-(4-chlorophenyl)hexa-5-ynylamino]phenylacetate), N1=CC=CC2=CC=CC=C12 (quinoline), palladium-on-calcium carbonate. Solvent: CC(=O)C (acetone). The product is ClC1=CC=C(C=C1)C=CCCCCNC1=CC=C(C=C1)CC(=O)OCC (ethyl 4-[6-(4-chlorophenyl)hexa-5-enylamino]phenylacetate). As a reaction SMILES: [Cl:1][C:2]1[CH:7]=[CH:6][C:5]([C:8]#[C:9][CH2:10][CH2:11][CH2:12][CH2:13][NH:14][C:15]2[CH:20]=[CH:19][C:18]([CH2:21][C:22]([O:24][CH2:25][CH3:26])=[O:23])=[CH:17][CH:16]=2)=[CH:4][CH:3]=1.N1C2C(=CC=CC=2)C=CC=1>CC(C)=O>[Cl:1][C:2]1[CH:7]=[CH:6][C:5]([CH:8]=[CH:9][CH2:10][CH2:11][CH2:12][CH2:13][NH:14][C:15]2[CH:16]=[CH:17][C:18]([CH2:21][C:22]([O:24][CH2:25][CH3:26])=[O:23])=[CH:19][CH:20]=2)=[CH:4][CH:3]=1. The reactants are C(=CCC)C1(C(CCCC1)=O)C(=O)OCC ((1-butenyl)-2-carboethoxy cyclohexanone), [Cl-].[Li+] (lithium chloride), CS(=O)C (dimethyl sulfoxide). Run in O (water), O (water). Reaction conditions: temperature 25 celsius. Product: C(=CCC)C1C(CCCC1)=O (2-(1-butenyl)cyclohexanone). The yield is 72.3%. As a reaction SMILES: [CH:1]([C:5]1(C(OCC)=O)[CH2:10][CH2:9][CH2:8][CH2:7][C:6]1=[O:11])=[CH:2][CH2:3][CH3:4].[Cl-].[Li+].CS(C)=O>O>[CH:1]([CH:5]1[CH2:10][CH2:9][CH2:8][CH2:7][C:6]1=[O:11])=[CH:2][CH2:3][CH3:4] |f:1.2|. Procedure details: The reagents (1-butenyl)-2-carboethoxy cyclohexanone (11.2 g, 50 mmol), lithium chloride (10.6 g, 250 mmol), water (0.99 g, 55mmol), and dimethyl sulfoxide, (250 ml) were combined under N2 and refluxed for 2 hours. The reaction was then cooled to 25° C. The reaction mixture was poured into water and extracted with two portions of 1:1 ether--hexane. The organic phases were combined and washed with two portions water followed by saturated brine and then dried over MgSO4. After filtering and stripp... As a reaction SMILES: [C:8]([O:9][C:10](=[O:11])[N:15]1[CH2:16][CH2:17][N:18]([c:21]2[n:22][cH:23][cH:24][n:25][c:26]2-[c:27]2[cH:28][cH:29][c:30]([CH2:33][NH:34][C:35]([CH3:36])=[O:37])[cH:31][cH:32]2)[CH2:19][CH2:20]1)([CH3:12])([CH3:13])[CH3:14].[Cl:38][CH2:39][Cl:40].[F:1][C:2]([F:3])([F:4])[C:5]([OH:6])=[O:7]>>[NH:15]1[CH2:16][CH2:17][N:18]([c:21]2[n:22][cH:23][cH:24][n:25][c:26]2-[c:27]2[cH:28][cH:29][c:30]([CH2:33][NH:34][C:35]([CH3:36])=[O:37])[cH:31][cH:32]2)[CH2:19][CH2:20]1. The reactants are CC(=O)NCc1ccc(-c2nccnc2N2CCN(C(=O)OC(C)(C)C)CC2)cc1, ClCCl, O=C(O)C(F)(F)F. Product: CC(=O)NCc1ccc(-c2nccnc2N2CCNCC2)cc1. Reaction SMILES: N1CCC(C2C=CC3N(C=NN=3)C=2)CC1.[N:16]1[N:20]2[CH:21]=[CH:22][C:23]([CH:25]3[CH2:30][CH2:29][N:28](C(OC(C)(C)C)=O)[CH2:27][CH2:26]3)=[CH:24][C:19]2=[CH:18][N:17]=1.N1N=CN2C=C(C3CCN(C(OC(C)(C)C)=O)CC3)C=CC=12>>[NH:28]1[CH2:27][CH2:26][CH:25]([C:23]2[CH:22]=[CH:21][N:20]3[N:16]=[N:17][CH:18]=[C:19]3[CH:24]=2)[CH2:30][CH2:29]1. The product is N1CCC(CC1)C1=CC=2N(C=C1)N=NC2 (5-(Piperidin-4-yl)-[1,2,3]triazolo[1,5-a]pyridine). Procedure details: The title compound was prepared using standard chemical manipulations and procedures similar to those used for the preparation of compound 36.2, except tert-butyl 4-([1,2,3]triazolo[1,5-a]pyridin-5-yl)piperidine-1-carboxylate (compound 40.3) was used in place of tert-butyl 4-([1,2,4]triazolo[4,3-a]pyridin-6-yl)piperidine-1-carboxylate (compound 36.1). m/z (ES+) 203(M+H)+. Starting materials: N1CCC(CC1)C=1C=CC=2N(C1)C=NN2 (6-(piperidin-4-yl)-[1,2,4]triazolo[4,3-a]pyridine), N1=NC=C2N1C=CC(=C2)C2CCN(CC2)C(=O)OC(C)(C)C (tert-butyl 4-([1,2,3]triazolo[1,5-a]pyridin-5-yl)piperidine-1-carboxylate), N1=NC=C2N1C=CC(=C2)C2CCN(CC2)C(=O)OC(C)(C)C (tert-butyl 4-([1,2,3]triazolo[1,5-a]pyridin-5-yl)piperidine-1-carboxylate), N=1N=CN2C1C=CC(=C2)C2CCN(CC2)C(=O)OC(C)(C)C (tert-Butyl 4-([1,2,4]triazolo[4,3-a]pyridin-6-yl)piperidine-1-carboxylate). Reactants: O=[N+]([O-])c1ccc(Br)cc1Nc1ccccc1, C1CCNCC1, CN1CCCC1=O. Reaction SMILES: [Br:1][c:2]1[cH:3][cH:4][c:5]([N+:15](=[O:16])[O-:17])[c:6]([NH:8][c:9]2[cH:10][cH:11][cH:12][cH:13][cH:14]2)[cH:7]1.[CH2:18]1[CH2:19][CH2:20][NH:21][CH2:22][CH2:23]1.[CH3:24][N:25]1[CH2:26][CH2:27][CH2:28][C:29]1=[O:30]>>[c:2]1([N:21]2[CH2:20][CH2:19][CH2:18][CH2:23][CH2:22]2)[cH:3][cH:4][c:5]([N+:15](=[O:16])[O-:17])[c:6]([NH:8][c:9]2[cH:10][cH:11][cH:12][cH:13][cH:14]2)[cH:7]1. The product is O=[N+]([O-])c1ccc(N2CCCCC2)cc1Nc1ccccc1.